This data is from the Open Reaction Database (ORD), a public repository of structured organic reaction records. The task is: describe an organic reaction: reactants, conditions, products, and yield The reactants are CC1C(Nc2cnn(CC(=O)NCC3CCN(C(=O)OC(C)(C)C)C3)c(=O)c2Br)CC2CC1C2(C)C, CCOC(C)=O, ClCCl, O=C(O)C(F)(F)F. Product: CC1C(Nc2cnn(CC(=O)NCC3CCNC3)c(=O)c2Br)CC2CC1C2(C)C. As a reaction SMILES: [Br:1][c:2]1[c:3]([NH:26][CH:27]2[CH:28]([CH3:36])[CH:29]3[C:30]([CH3:34])([CH3:35])[CH:31]([CH2:32]2)[CH2:33]3)[cH:4][n:5][n:6]([CH2:9][C:10](=[O:11])[NH:12][CH2:13][CH:14]2[CH2:15][N:16]([C:19]([O:20][C:21]([CH3:22])([CH3:23])[CH3:24])=[O:25])[CH2:17][CH2:18]2)[c:7]1=[O:8].[CH3:44][CH2:45][O:46][C:47](=[O:48])[CH3:49].[Cl:50][CH2:51][Cl:52].[OH:37][C:38]([C:39]([F:40])([F:41])[F:42])=[O:43]>>[Br:1][c:2]1[c:3]([NH:26][CH:27]2[CH:28]([CH3:36])[CH:29]3[C:30]([CH3:34])([CH3:35])[CH:31]([CH2:32]2)[CH2:33]3)[cH:4][n:5][n:6]([CH2:9][C:10](=[O:11])[NH:12][CH2:13][CH:14]2[CH2:15][NH:16][CH2:17][CH2:18]2)[c:7]1=[O:8]. The reactants are [Ba+2], COCc1nn2c(Br)cccc2c1NC(=O)OC(C)(C)C, COCc1cc(OC)c(OB(O)O)c(OC)c1, COCCOC, [OH-], [OH-], O, O, O, O, O, O, O, O, O, c1ccc(P(c2ccccc2)(c2ccccc2)[Pd](P(c2ccccc2)(c2ccccc2)c2ccccc2)(P(c2ccccc2)(c2ccccc2)c2ccccc2)P(c2ccccc2)(c2ccccc2)c2ccccc2)cc1. Product: COCc1cc(OC)c(-c2cccc3c(NC(=O)OC(C)(C)C)c(COC)nn23)c(OC)c1. As a reaction SMILES: [Ba+2:49].[Br:1][c:2]1[cH:3][cH:4][cH:5][c:6]2[n:7]1[n:8][c:9]([CH2:19][O:20][CH3:21])[c:10]2[NH:11][C:12]([O:13][C:14]([CH3:15])([CH3:16])[CH3:17])=[O:18].[CH3:23][O:24][c:25]1[c:26]([O:36][B:37]([OH:38])[OH:39])[c:27]([O:34][CH3:35])[cH:28][c:29]([CH2:31][O:32][CH3:33])[cH:30]1.[CH3:51][O:52][CH2:53][CH2:54][O:55][CH3:56].[OH-:48].[OH-:50].[OH2:22].[OH2:40].[OH2:41].[OH2:42].[OH2:43].[OH2:44].[OH2:45].[OH2:46].[OH2:47].[cH:57]1[cH:58][cH:59][c:60]([P:61]([Pd:62]([P:63]([c:64]2[cH:65][cH:66][cH:67][cH:68][cH:69]2)([c:70]2[cH:71][cH:72][cH:73][cH:74][cH:75]2)[c:76]2[cH:77][cH:78][cH:79][cH:80][cH:81]2)([P:82]([c:83]2[cH:84][cH:85][cH:86][cH:87][cH:88]2)([c:89]2[cH:90][cH:91][cH:92][cH:93][cH:94]2)[c:95]2[cH:96][cH:97][cH:98][cH:99][cH:100]2)[P:101]([c:102]2[cH:103][cH:104][cH:105][cH:106][cH:107]2)([c:108]2[cH:109][cH:110][cH:111][cH:112][cH:113]2)[c:114]2[cH:115][cH:116][cH:117][cH:118][cH:119]2)([c:120]2[cH:121][cH:122][cH:123][cH:124][cH:125]2)[c:126]2[cH:127][cH:128][cH:129][cH:130][cH:131]2)[cH:132][cH:133]1>>[c:2]1(-[c:26]2[c:25]([O:24][CH3:23])[cH:30][c:29]([CH2:31][O:32][CH3:33])[cH:28][c:27]2[O:34][CH3:35])[cH:3][cH:4][cH:5][c:6]2[n:7]1[n:8][c:9]([CH2:19][O:20][CH3:21])[c:10]2[NH:11][C:12]([O:13][C:14]([CH3:15])([CH3:16])[CH3:17])=[O:18]. Reactants: CNC(NC=1SC=C(N1)C(C(=O)OCC)=O)=O (ethyl 2-(3-methylureido)thiazol-4-ylglyoxylate), S1C(=S)N(C(=O)C1)CC(=O)O (rhodanine-3-acetic acid), [Cl-].[NH4+] (ammonium chloride), N (ammonia). RXN SMILES: [CH3:1][NH:2][C:3](=[O:17])[NH:4][C:5]1[S:6][CH:7]=[C:8]([C:10](=O)[C:11]([O:13][CH2:14][CH3:15])=[O:12])[N:9]=1.[S:18]1[CH2:24][C:22](=[O:23])[N:21]([CH2:25][C:26]([OH:28])=[O:27])[C:19]1=[S:20].[Cl-].[NH4+].N>C(O)C>[CH2:14]([O:13][C:11]([C:10](=[C:24]1[S:18][C:19](=[S:20])[N:21]([CH2:25][C:26]([OH:28])=[O:27])[C:22]1=[O:23])[C:8]1[N:9]=[C:5]([NH:4][C:3]([NH:2][CH3:1])=[O:17])[S:6][CH:7]=1)=[O:12])[CH3:15] |f:2.3|. Run in C(C)O (ethanol). Procedure: Following a procedure similar to that described in Example 1, the desired compound was prepared from 3.17 g of ethyl 2-(3-methylureido)thiazol-4-ylglyoxylate, 2.2 g of rhodanine-3-acetic acid, 1.2 g of ammonium chloride, 1.2 ml of 28% v/v aqueous ammonia and 50 ml of ethanol. The resulting product was a yellow powder having the following physical properties. The product is C(C)OC(=O)C(C=1N=C(SC1)NC(=O)NC)=C1C(N(C(S1)=S)CC(=O)O)=O (5{-Ethoxycarbonyl-1-[2-(3-methylureido)thiazol-4-yl]methylene}rhodanine-3-acetic acid). Starting materials: CCN=C=NCCCN(C)C, CCOCC, COc1ccc(C(=O)O)c2sc(C3CC3)nc12, ClCCl, Cl, O=[N+]([O-])c1ccc(O)cc1. Yields the product COc1ccc(C(=O)Oc2ccc([N+](=O)[O-])cc2)c2sc(C3CC3)nc12. RXN SMILES: [CH3:29][N:30]([CH3:31])[CH2:32][CH2:33][CH2:34][N:35]=[C:36]=[N:37][CH2:38][CH3:39].[CH3:40][CH2:41][O:42][CH2:43][CH3:44].[CH:1]1([c:4]2[s:5][c:6]3[c:7]([n:8]2)[c:9]([O:16][CH3:17])[cH:10][cH:11][c:12]3[C:13](=[O:14])[OH:15])[CH2:2][CH2:3]1.[Cl:45][CH2:46][Cl:47].[ClH:28].[N+:18](=[O:19])([O-:20])[c:21]1[cH:22][cH:23][c:24]([OH:27])[cH:25][cH:26]1>>[CH:1]1([c:4]2[s:5][c:6]3[c:7]([n:8]2)[c:9]([O:16][CH3:17])[cH:10][cH:11][c:12]3[C:13]([O:14][c:24]2[cH:23][cH:22][c:21]([N+:18](=[O:19])[O-:20])[cH:26][cH:25]2)=[O:15])[CH2:2][CH2:3]1.